Dataset: the Open Reaction Database (ORD), a public repository of structured organic reaction records. Task: describe an organic reaction: reactants, conditions, products, and yield Reactants: CC1=C(C=2C=C(C=CC2N1C(=O)C=3C=CC(=CC3)Cl)OC)CC(=O)O (indomethacin), C(C)#N (acetonitrile), C1(CCCCC1)N=C=NC1CCCCC1 (dicyclohexylcarbodiimide), OCCNC(=O)C=1C=NC=CC1 (N-(2-Hydroxyethyl)-3-Pyridinecarboxamide), C1(CCCCC1)N=C=NC1CCCCC1 (dicyclohexylcarbodiimide). Run in CCOCC (ether). Run at temperature 0 celsius, time 8 hour. The product is ClC1=CC=C(C(=O)N2C(=C(C3=CC(=CC=C23)OC)CC(=O)OCCNC(=O)C=2C=NC=CC2)C)C=C1 (N-(2-{[1-(p-Chlorobenzoyl)- 5-methoxy-2-methyl-3-indolyl]acetoxy}ethyl)-3-pyridinecarboxamide). The yield is 65.2%. Reaction SMILES: [CH3:1][C:2]1[N:10]([C:11]([C:13]2[CH:14]=[CH:15][C:16]([Cl:19])=[CH:17][CH:18]=2)=[O:12])[C:9]2[CH:8]=[CH:7][C:6]([O:20][CH3:21])=[CH:5][C:4]=2[C:3]=1[CH2:22][C:23]([OH:25])=[O:24].O[CH2:27][CH2:28][NH:29][C:30]([C:32]1[CH:33]=[N:34][CH:35]=[CH:36][CH:37]=1)=[O:31].C1(N=C=NC2CCCCC2)CCCCC1.C(#N)C>CCOCC>[Cl:19][C:16]1[CH:15]=[CH:14][C:13]([C:11]([N:10]2[C:9]3[C:4](=[CH:5][C:6]([O:20][CH3:21])=[CH:7][CH:8]=3)[C:3]([CH2:22][C:23]([O:25][CH2:27][CH2:28][NH:29][C:30]([C:32]3[CH:33]=[N:34][CH:35]=[CH:36][CH:37]=3)=[O:31])=[O:24])=[C:2]2[CH3:1])=[O:12])=[CH:18][CH:17]=1. Procedure details: A reaction of indomethacin (1.79 g, 5.00 mmol) and the product of Example 91 (0.830 g, 5.00 mmol) was carried out, using dicyclohexylcarbodiimide (1.10 g, 5.50 mmol) as the coupling agent and acetonitrile as the solvent. The first two reactants were dissolved completely and the solution was then cooled to 0° C. The dicyclohexylcarbodiimide was added and the mixture was stirred overnight. The reaction was allowed to continue for 48 hours. The precipitate (1.2 g) was removed by vacuum filtration. ... Conditions: time 7 hour. The reagents and catalysts are [Br-].C(CCC)[N+](CCCC)(CCCC)CCCC (tetrabutylammonium bromide), C1(=CC=CC=C1)P(C1=CC=CC=C1)C1=CC=CC=C1 (triphenylphosphine). Reported procedure: A mixture of 10.00 g (=47.33 mmol) of 2-bromonaphthalene, 7.95 g (=56.82 mmol) of 3-fluorophenylboric acid, 9.81 g (=70.98 mmol) of K2CO3, 3.81 g (=11.82 mmol) of tetrabutylammonium bromide, 1.00 g (=1.42 mmol) of dichlorobis(triphenylphosphine) palladium(II), 0.76 g (=2.84 mmol) of triphenylphosphine and a 100 ml mixed solvent of toluene/water/ethanol in a ratio of 1:1:1 was stirred for 7 hours with reflux. The reaction mixture obtained was extracted twice with toluene. The extract was washed t... Solvent: C1(=CC=CC=C1)C.O.C(C)O (toluene water ethanol). Reactants: BrC1=CC2=CC=CC=C2C=C1 (2-bromonaphthalene), FC=1C=C(C=CC1)OB(O)O (3-fluorophenylboric acid), C(=O)([O-])[O-].[K+].[K+] (K2CO3), dichlorobis(triphenylphosphine) palladium(II). RXN SMILES: Br[C:2]1[CH:11]=[CH:10][C:9]2[C:4](=[CH:5][CH:6]=[CH:7][CH:8]=2)[CH:3]=1.[F:12][C:13]1[CH:14]=[C:15](OB(O)O)[CH:16]=[CH:17][CH:18]=1.C([O-])([O-])=O.[K+].[K+]>[Br-].C([N+](CCCC)(CCCC)CCCC)CCC.C1(P(C2C=CC=CC=2)C2C=CC=CC=2)C=CC=CC=1.C1(C)C=CC=CC=1.O.C(O)C>[F:12][C:13]1[CH:18]=[C:17]([C:2]2[CH:11]=[CH:10][C:9]3[C:4](=[CH:5][CH:6]=[CH:7][CH:8]=3)[CH:3]=2)[CH:16]=[CH:15][CH:14]=1 |f:2.3.4,5.6,8.9.10|. Product: FC=1C=C(C=CC1)C1=CC2=CC=CC=C2C=C1 (2-(3-fluorophenyl)naphthalene). Isolated yield 84.6%. Reactants: CC(=O)[O-], CC(=O)[O-], CC(=O)[O-], CCC(=O)C(=[N+]=[N-])C(=O)C1(OC)CCN(C(=O)OC(C)(C)C)CC1, ClCCl, Cl, [Rh+3]. The product is CCC(=O)C1COC2(CCN(C(=O)OC(C)(C)C)CC2)C1=O. Reaction SMILES: [C:29]([O-:30])(=[O:31])[CH3:32].[C:34]([O-:35])(=[O:36])[CH3:37].[C:38]([O-:39])(=[O:40])[CH3:41].[CH3:1][O:2][C:3]1([C:16]([C:17]([C:18]([CH2:19][CH3:20])=[O:21])=[N+:22]=[N-:23])=[O:24])[CH2:4][CH2:5][N:6]([C:9](=[O:10])[O:11][C:12]([CH3:13])([CH3:14])[CH3:15])[CH2:7][CH2:8]1.[Cl:25][CH2:26][Cl:27].[ClH:28].[Rh+3:33]>>[CH2:1]1[O:2][C:3]2([CH2:4][CH2:5][N:6]([C:9](=[O:10])[O:11][C:12]([CH3:13])([CH3:14])[CH3:15])[CH2:7][CH2:8]2)[C:16](=[O:24])[CH:17]1[C:18]([CH2:19][CH3:20])=[O:21]. RXN SMILES: [CH2:1]([CH2:2][CH2:3][CH2:4][CH2:5][CH2:6][CH2:7][CH2:8][CH2:9][CH3:10])[NH:11][C:12]([CH:13]=[CH:14][c:15]1[cH:16][c:17]([NH:21][C:22]([CH:23]=[CH:24][C:25](=[O:26])[OH:27])=[O:28])[cH:18][cH:19][cH:20]1)=[O:29].[CH3:30][O:31][CH2:32][CH2:33][O:34][CH3:35].[CH3:39][C:40](=[O:41])[OH:42].[N+:36](=[CH2:37])=[N-:38]>>[CH2:1]([CH2:2][CH2:3][CH2:4][CH2:5][CH2:6][CH2:7][CH2:8][CH2:9][CH3:10])[NH:11][C:12]([CH:13]=[CH:14][c:15]1[cH:16][c:17]([NH:21][C:22]([CH:23]=[CH:24][C:25](=[O:26])[O:27][CH3:30])=[O:28])[cH:18][cH:19][cH:20]1)=[O:29]. Yields the product CCCCCCCCCCNC(=O)C=Cc1cccc(NC(=O)C=CC(=O)OC)c1. The reactants are CCCCCCCCCCNC(=O)C=Cc1cccc(NC(=O)C=CC(=O)O)c1, COCCOC, CC(=O)O, C=[N+]=[N-]. Reactants: CC(=O)c1ccc2c(c1)CCC(Cc1ccccc1)O2, O=C1CSC(=O)N1. Yields the product CC(c1ccc2c(c1)CCC(Cc1ccccc1)O2)C1SC(=O)NC1=O. Reaction SMILES: [C:1]([CH3:2])(=[O:3])[c:4]1[cH:5][cH:6][c:7]2[c:8]([cH:20]1)[CH2:9][CH2:10][CH:11]([CH2:13][c:14]1[cH:15][cH:16][cH:17][cH:18][cH:19]1)[O:12]2.[S:21]1[C:22](=[O:27])[NH:23][C:24](=[O:26])[CH2:25]1>>[CH:1]([CH3:2])([c:4]1[cH:5][cH:6][c:7]2[c:8]([cH:20]1)[CH2:9][CH2:10][CH:11]([CH2:13][c:14]1[cH:15][cH:16][cH:17][cH:18][cH:19]1)[O:12]2)[CH:25]1[S:21][C:22](=[O:27])[NH:23][C:24]1=[O:26]. Reactants: O (Water), ClC1=NC(=NC(=C1)Cl)OC (4,6-dichloro-2-methoxypyrimidine), C(C=C)(=O)OC (methyl acrylate), C(C)N(C(C)C)C(C)C (N-ethyldiisopropylamine). Reagents/catalysts: [Cl-].C(CCC)[N+](CCCC)(CCCC)CCCC (tetrabutylammonium chloride), C=1C=CC(=CC1)/C=C/C(=O)/C=C/C2=CC=CC=C2.C=1C=CC(=CC1)/C=C/C(=O)/C=C/C2=CC=CC=C2.C=1C=CC(=CC1)/C=C/C(=O)/C=C/C2=CC=CC=C2.[Pd].[Pd] (tris(dibenzylideneacetone)dipalladium). Run in CN(C)C=O (DMF). Conditions: temperature 90 celsius, time 15 hour. The product is ClC1=CC(=NC(=N1)OC)C=CC(=O)OC (methyl 3-(6-chloro-2-methoxypyrimidin-4-yl)acrylate). Yield: 33.1%. RXN SMILES: [Cl:1][C:2]1[CH:7]=[C:6](Cl)[N:5]=[C:4]([O:9][CH3:10])[N:3]=1.[C:11]([O:15][CH3:16])(=[O:14])[CH:12]=[CH2:13].C(N(C(C)C)C(C)C)C.O>CN(C=O)C.[Cl-].C([N+](CCCC)(CCCC)CCCC)CCC.C1C=CC(/C=C/C(/C=C/C2C=CC=CC=2)=O)=CC=1.C1C=CC(/C=C/C(/C=C/C2C=CC=CC=2)=O)=CC=1.C1C=CC(/C=C/C(/C=C/C2C=CC=CC=2)=O)=CC=1.[Pd].[Pd]>[Cl:1][C:2]1[N:3]=[C:4]([O:9][CH3:10])[N:5]=[C:6]([CH:13]=[CH:12][C:11]([O:15][CH3:16])=[O:14])[CH:7]=1 |f:5.6,7.8.9.10.11|. Reported procedure: To a solution of 4,6-dichloro-2-methoxypyrimidine (780 mg) in DMF (10 mL) were added methyl acrylate (760 mg), tris(dibenzylideneacetone)dipalladium (200 mg), N-ethyldiisopropylamine (1.14 g) and tetrabutylammonium chloride (61 mg), and the mixture was stirred at 90° C. for 15 hr. Water was added to the reaction mixture, and the mixture was extracted with ethyl acetate. The organic layer was washed with saturated brine, and dried over anhydrous sodium sulfate. The residue was purified by silica ... The reactants are C1CCOC1, CC(C)C[AlH]CC(C)C, CCOC(C)=O, COC(=O)c1ccc(Cc2c(C)nc(N)nc2Cl)c(F)c1. The product is Cc1nc(N)nc(Cl)c1Cc1ccc(CO)cc1F. Reaction SMILES: [CH2:31]1[O:32][CH2:33][CH2:34][CH2:35]1.[CH3:1][CH:2]([CH2:3][AlH:4][CH2:5][CH:6]([CH3:7])[CH3:8])[CH3:9].[CH3:36][CH2:37][O:38][C:39]([CH3:40])=[O:41].[NH2:10][c:11]1[n:12][c:13]([CH3:30])[c:14]([CH2:18][c:19]2[c:20]([F:29])[cH:21][c:22]([C:23](=[O:24])[O:25][CH3:26])[cH:27][cH:28]2)[c:15]([Cl:17])[n:16]1>>[NH2:10][c:11]1[n:12][c:13]([CH3:30])[c:14]([CH2:18][c:19]2[c:20]([F:29])[cH:21][c:22]([CH2:23][OH:24])[cH:27][cH:28]2)[c:15]([Cl:17])[n:16]1.